This data is from the Open Reaction Database (ORD), a public repository of structured organic reaction records. The task is: describe an organic reaction: reactants, conditions, products, and yield Starting materials: BrC=1C(=NC=CC1)C#N (3-bromo-2-cyanopyridine), N1C=CC2=CC=CC=C12 (indole), C(=O)([O-])[O-].[Cs+].[Cs+] (Cs2CO3). The reagents and catalysts are C=1C=CC(=CC1)/C=C/C(=O)/C=C/C2=CC=CC=C2.C=1C=CC(=CC1)/C=C/C(=O)/C=C/C2=CC=CC=C2.C=1C=CC(=CC1)/C=C/C(=O)/C=C/C2=CC=CC=C2.[Pd].[Pd] (Pd2(dba)3), C1(=CC=CC=C1)P(C1=CC=CC=2C(C3=CC=CC(=C3OC12)P(C1=CC=CC=C1)C1=CC=CC=C1)(C)C)C1=CC=CC=C1 (4,5-bis(diphenylphosphino)-9,9-dimethylxanthene). The solvent is C1(=CC=CC=C1)C (toluene). Run at temperature 110 celsius, time 2.5 day. Product: N1(C=CC2=CC=CC=C12)C=1C(=NC=CC1)C#N (3-indol-1-yl-pyridine-2-carbonitrile). Isolated yield 88.8%. As a reaction SMILES: Br[C:2]1[C:3]([C:8]#[N:9])=[N:4][CH:5]=[CH:6][CH:7]=1.[NH:10]1[C:18]2[C:13](=[CH:14][CH:15]=[CH:16][CH:17]=2)[CH:12]=[CH:11]1.C([O-])([O-])=O.[Cs+].[Cs+]>C1(C)C=CC=CC=1.C1C=CC(/C=C/C(/C=C/C2C=CC=CC=2)=O)=CC=1.C1C=CC(/C=C/C(/C=C/C2C=CC=CC=2)=O)=CC=1.C1C=CC(/C=C/C(/C=C/C2C=CC=CC=2)=O)=CC=1.[Pd].[Pd].C1(P(C2C=CC=CC=2)C2C3OC4C(=CC=CC=4P(C4C=CC=CC=4)C4C=CC=CC=4)C(C)(C)C=3C=CC=2)C=CC=CC=1>[N:10]1([C:2]2[C:3]([C:8]#[N:9])=[N:4][CH:5]=[CH:6][CH:7]=2)[C:18]2[C:13](=[CH:14][CH:15]=[CH:16][CH:17]=2)[CH:12]=[CH:11]1 |f:2.3.4,6.7.8.9.10|. Reported procedure: To a solution of 3-bromo-2-cyanopyridine (Sakamoto, T. et al., Chem. Pharm. Bull. 1985, 33(2), 565-571) (340 mg, 1.86 mmol) and indole (436 mg, 3.72 mmol) in toluene (15 mL) was added Cs2CO3 (737 mg, 2.26 mmol), 4,5-bis(diphenylphosphino)-9,9-dimethylxanthene (83 mg, 0.143 mmol) and Pd2(dba)3 (42 mg, 0.046 mmol) and the reaction stirred at 110° C. for 2.5 d. The mixture was concentrated and purified by column chromatography on silica gel (EtOAc/Hexanes, 2:1) to give 3-indol-1-yl-pyridine-2-carbo... Starting materials: [H-].[Na+] (sodium hydride), CC(C)(CCC(C)(OO)C)OO (2,5-dimethyl-2,5-dihydroperoxy-hexane), C(C)(C)(C)N=NC1(CCCCC1)Cl (1-t-butylazo-1-chlorocyclohexane). Yields the product CC(C)(CCC(C)(OOC1(CCCCC1)N=NC(C)(C)C)C)OOC1(CCCCC1)N=NC(C)(C)C (2,5-Dimethyl-2,5-di[1-(t-butylazo)cyclohexylperoxy]hexane). As a reaction SMILES: [H-].[Na+].[CH3:3][C:4]([O:13][OH:14])([CH2:6][CH2:7][C:8]([CH3:12])([O:10][OH:11])[CH3:9])[CH3:5].[C:15]([N:19]=[N:20][C:21]1(Cl)[CH2:26][CH2:25][CH2:24][CH2:23][CH2:22]1)([CH3:18])([CH3:17])[CH3:16]>O1CCOCC1>[CH3:5][C:4]([O:13][O:14][C:21]1([N:20]=[N:19][C:15]([CH3:18])([CH3:17])[CH3:16])[CH2:26][CH2:25][CH2:24][CH2:23][CH2:22]1)([CH2:6][CH2:7][C:8]([CH3:12])([O:10][O:11][C:21]1([N:20]=[N:19][C:15]([CH3:18])([CH3:17])[CH3:16])[CH2:26][CH2:25][CH2:24][CH2:23][CH2:22]1)[CH3:9])[CH3:3] |f:0.1|. Run in O1CCOCC1 (dioxane). Yield: 80.0%. Reported procedure: To a cooled slurry of 2.47 grams (.0586 moles) of 57% sodium hydride in 80 ml. of dioxane in a 250 ml. 4 neck round bottom flask equipped with a magnetic stirrer, thermometer, addition fummel and gas outlet, was slowly added 3.88 grams (0.0196 moles) of 90% 2,5-dimethyl-2,5-dihydroperoxy-hexane containing 8% water. After the addition was complete the reaction was stirred for 4 hours at 30° C, cooled to 15° C in a cold water bath and 7.96 grams (.0392 moles) of 1-t-butylazo-1-chlorocyclohexane wa... Reaction conditions: temperature 30 celsius, time 4 hour. Reactants: FC(CN1C2CC(CC1CC2)=O)F (8-(2,2-Difluoroethyl)-8-azabicyclo[3.2.1]octan-3-one), [Cl-].[NH4+] (ammonium chloride), [C-]#N.[K+] (potassium cyanide), Cl (Hydrochloric acid), [Cl-].[NH4+] (ammonium chloride). The solvent is O (water), O (water). Reaction conditions: temperature 5 celsius, time 3 hour. The product is C(#N)C1(CC2CCC(C1)N2CC(F)F)O (3-cyano-3-hydroxy-8-(2,2-difluoroethyl)-8-azabicyclo[3.2.1]octane). As a reaction SMILES: [F:1][CH:2]([F:13])[CH2:3][N:4]1[CH:9]2[CH2:10][CH2:11][CH:5]1[CH2:6][C:7](=[O:12])[CH2:8]2.Cl.[Cl-].[NH4+:16].[C-:17]#N.[K+]>O>[C:17]([C:7]1([OH:12])[CH2:6][CH:5]2[N:4]([CH2:3][CH:2]([F:1])[F:13])[CH:9]([CH2:10][CH2:11]2)[CH2:8]1)#[N:16] |f:2.3,4.5|. Reported procedure: A 50 ml 3-necked round bottom flask was fitted with a pressure equalised dropping funnel, bubbler and magnetic stirrer. 8-(2,2-Difluoroethyl)-8-azabicyclo[3.2.1]octan-3-one (4.82 g, 25 mmol) was charged to the reaction flask and suspended in water (5 ml). Hydrochloric acid (5 ml, 5M) was added followed by solid ammonium chloride (2.23 g, 41 mmol) and the mixture stirred until the ammonium chloride had dissolved (5 minutes). The mixture was cooled to 5° C., a solution of potassium cyanide (5.03 g... Reactants: BrBr (bromine), NC=1C=CC2=C(C(=N[C@H](C(N2C)=O)C)C2=C(C=CC=C2)Cl)C1 ((S)-7-amino-5-(o-chlorophenyl)-1,3-dihydro-1,3-dimethyl-2H-1,4-benzodiazepin-2-one), ice water. The solvent is C(C)(=O)O (acetic acid), C(C)(=O)O (acetic acid). Run at time 30 minute. The product is NC=1C=CC2=C(C(=N[C@H](C(N2C)=O)C)C2=C(C=CC=C2)Cl)C1Br ((S)-7-amino-6-bromo-5-(o-chlorophenyl)-1,3-dihydro-1,3-dimethyl-2H-1,4-benzodiazepin-2-one). As a reaction SMILES: [NH2:1][C:2]1[CH:3]=[CH:4][C:5]2[N:11]([CH3:12])[C:10](=[O:13])[C@H:9]([CH3:14])[N:8]=[C:7]([C:15]3[CH:20]=[CH:19][CH:18]=[CH:17][C:16]=3[Cl:21])[C:6]=2[CH:22]=1.[Br:23]Br>C(O)(=O)C>[NH2:1][C:2]1[CH:3]=[CH:4][C:5]2[N:11]([CH3:12])[C:10](=[O:13])[C@H:9]([CH3:14])[N:8]=[C:7]([C:15]3[CH:20]=[CH:19][CH:18]=[CH:17][C:16]=3[Cl:21])[C:6]=2[C:22]=1[Br:23]. Procedure: A solution of 75 g (0.239 mol) of (S)-7-amino-5-(o-chlorophenyl)-1,3-dihydro-1,3-dimethyl-2H-1,4-benzodiazepin-2-one in 1500 ml of glacial acetic acid is cooled to 0°, treated rapidly with a solution of 12.5 ml of bromine in 350 ml of glacial acetic acid and then the mixture is stirred at 0° for a further 30 minutes. The mixture is treated with ice/water and extracted with methylene chloride. The organic extract is dried over sodium sulphate and evaporated. The residue obtained is recrystallized... Reactants: CC(C)=O, O=Cc1cnn(-c2ccc(Cl)cc2)c1. The product is O=C(O)c1cnn(-c2ccc(Cl)cc2)c1. Reaction SMILES: [CH3:15][C:16]([CH3:17])=[O:18].[Cl:1][c:2]1[cH:3][cH:4][c:5](-[n:8]2[n:9][cH:10][c:11]([CH:13]=[O:14])[cH:12]2)[cH:6][cH:7]1>>[Cl:1][c:2]1[cH:3][cH:4][c:5](-[n:8]2[n:9][cH:10][c:11]([C:13](=[O:14])[OH:18])[cH:12]2)[cH:6][cH:7]1. Starting materials: OC1=NOC(=C1)C(=O)OC (methyl 3-hydroxyisoxazole-5-carboxylate), FCC1OC1 (2-(fluoromethyl)oxirane), C([O-])([O-])=O.[K+].[K+] (potassium carbonate), CN(C)C=O (DMF). Run in O (Water). Conditions: time 2 hour. The product is FCC(COC1=NOC(=C1)C(=O)OC)O (methyl 3-(3-fluoro-2-hydroxypropoxy)isoxazole-5-carboxylate). The yield is 20.3%. As a reaction SMILES: [OH:1][C:2]1[CH:6]=[C:5]([C:7]([O:9][CH3:10])=[O:8])[O:4][N:3]=1.[F:11][CH2:12][CH:13]1[CH2:15][O:14]1.C(=O)([O-])[O-].[K+].[K+].CN(C=O)C>O>[F:11][CH2:12][CH:13]([OH:14])[CH2:15][O:1][C:2]1[CH:6]=[C:5]([C:7]([O:9][CH3:10])=[O:8])[O:4][N:3]=1 |f:2.3.4|. Procedure: A mixture of methyl 3-hydroxyisoxazole-5-carboxylate (1.88 g), 2-(fluoromethyl)oxirane (1.00 g), potassium carbonate (1.82 g) and DMF (2 mL) was stirred at room temperature for 2 hr, and then at 70° C. overnight. Water was added to the reaction mixture, and the mixture was extracted with ethyl acetate. The obtained organic layer was washed with saturated brine, and dried over anhydrous magnesium sulfate, and the solvent was evaporated under reduced pressure. The residue was purified by silica ge... The product is ClC=1C(OC(OC1C)(C)C)=O (5-Chloro-2,2,6-Trimethyl-4H-1,3-Dioxin-4-one). Reaction SMILES: [CH3:1][C:2]1([CH3:10])[O:7][C:6](=[O:8])[CH:5]=[C:4]([CH3:9])[O:3]1.[Cl:11]Cl>C(Cl)Cl>[Cl:11][C:5]1[C:6](=[O:8])[O:7][C:2]([CH3:10])([CH3:1])[O:3][C:4]=1[CH3:9]. Procedure: A solution of 2,2,6-trimethyl-4H-1,3-dioxin-4-one (0.2 mol, 28.4 g) in 100 ml of CH2Cl2 was cooled to -50° C. and liquid chlorine (0.25 mol) was added dropwise over five minutes. The solution was allowed to warm to 20° C. over 30 minutes, and the solvent was then removed in vacuo, leaving 35.8 g (100% yield, 92% assay) of a pale yellow oil. A portion of this mixture was purified by flash chromatography (10% Et2O/hexanes on silica) to provide the title compound as white crystals. Run at temperature 20 celsius. Solvent: C(Cl)Cl (CH2Cl2). The yield is 100.0%. Reactants: CC1(OC(=CC(O1)=O)C)C (2,2,6-trimethyl-4H-1,3-dioxin-4-one), ClCl (chlorine). The reactants are C([O-])([O-])=O.[K+].[K+] (potassium carbonate), CN(C)CC1=CC=C(O1)CSCCN (2-[[[5-(dimethylamino)methyl-2-furanyl]methyl]thio]ethanamine), CSC(NC#N)=NC (N-cyano-N'-methylcarbamimidothioic acid methyl ester). Reagents/catalysts: [N+](=O)([O-])[O-].[Ag+] (silver nitrate). The solvent is C(C)#N (acetonitrile), C(C)#N (acetonitrile). Run at time 16 hour. The product is C(#N)N=C(NCCSCC=1OC(=CC1)CN(C)C)NC (N"-cyano-N-[2-[[[5-(dimethylaminomethyl)-2-furanyl]methyl]thio]ethyl]-N'-methylguanidine). Yield: 2.4%. Reaction SMILES: C(=O)([O-])[O-].[K+].[K+].[CH3:7][N:8]([CH2:10][C:11]1[O:15][C:14]([CH2:16][S:17][CH2:18][CH2:19][NH2:20])=[CH:13][CH:12]=1)[CH3:9].CS[C:23](=[N:27][CH3:28])[NH:24][C:25]#[N:26]>C(#N)C.[N+]([O-])([O-])=O.[Ag+]>[C:25]([N:24]=[C:23]([NH:27][CH3:28])[NH:20][CH2:19][CH2:18][S:17][CH2:16][C:14]1[O:15][C:11]([CH2:10][N:8]([CH3:7])[CH3:9])=[CH:12][CH:13]=1)#[N:26] |f:0.1.2,6.7|. Procedure: To a stirred suspension of potassium carbonate (20.7 g) in a solution of 2-[[[5-(dimethylamino)methyl-2-furanyl]methyl]thio]ethanamine (10.7 g) and N-cyano-N'-methylcarbamimidothioic acid methyl ester (7.1 g) in acetonitrile (107 ml) at 70° was added a solution of silver nitrate (9.35 g) in acetonitrile (20 ml) during 1 hr. The mixture was stirred for 16 hr, the solid filtered and the filtrate evaporated to dryness. The residue was dissolved in ethyl acetate (250 ml). A portion of this (10.5 ml)... The reactants are CCCc1c(OCc2ccc(C=CC(=O)OC)cc2)ccc(C(C)=O)c1O, C1CCOC1, CO, Cl, [Li+], [OH-], O. Product: CCCc1c(OCc2ccc(C=CC(=O)O)cc2)ccc(C(C)=O)c1O. RXN SMILES: [C:1]([CH3:2])(=[O:3])[c:4]1[c:5]([OH:27])[c:6]([CH2:24][CH2:25][CH3:26])[c:7]([O:8][CH2:9][c:10]2[cH:11][cH:12][c:13]([CH:14]=[CH:15][C:16](=[O:17])[O:18][CH3:19])[cH:20][cH:21]2)[cH:22][cH:23]1.[CH2:30]1[O:31][CH2:32][CH2:33][CH2:34]1.[CH3:36][OH:37].[ClH:38].[Li+:28].[OH-:29].[OH2:35]>>[C:1]([CH3:2])(=[O:3])[c:4]1[c:5]([OH:27])[c:6]([CH2:24][CH2:25][CH3:26])[c:7]([O:8][CH2:9][c:10]2[cH:11][cH:12][c:13]([CH:14]=[CH:15][C:16](=[O:17])[OH:18])[cH:20][cH:21]2)[cH:22][cH:23]1.